From a dataset of the Open Reaction Database (ORD), a public repository of structured organic reaction records. describe an organic reaction: reactants, conditions, products, and yield Starting materials: OC=1SC2=C(N1)C=CC=C2 (2-hydroxybenzothiazole), CO (methyl alcohol), C=O (formaldehyde). The solvent is O (water). Run at temperature 0 celsius. The product is OCN1C(SC2=C1C=CC=C2)=O (3-(hydroxymethyl)-2-benzothiazolinone). Yield: 94.0%. As a reaction SMILES: [OH:1][C:2]1[S:3][C:4]2[CH:10]=[CH:9][CH:8]=[CH:7][C:5]=2[N:6]=1.[CH3:11][OH:12].C=O>O>[OH:12][CH2:11][N:6]1[C:5]2[CH:7]=[CH:8][CH:9]=[CH:10][C:4]=2[S:3][C:2]1=[O:1]. Reported procedure: To a stirred slurry containing 30.2 g (0.2 mol) of 2-hydroxybenzothiazole and 40 ml of methyl alcohol, 32 ml of 37% aqueous formaldehyde was added in one portion. The stirred mixture was heated at 78°-80° C. (reflux) for 30 minutes. At 80° C., 60 ml of hot water was added to the stirred solution. After cooling to 0° C., the product was collected by filtration, washed with 100 ml of heptane and air-dried at 25°-30° C. The product, 3-(hydroxymethyl)-2-benzothiazolinone, mp. 101°-3° C., was obtaine... Starting materials: C1(CCCCC1)CC(CC(C)(C)C1=C(C=CC(=C1)F)OC)=O (1-cyclohexyl-4-(5-fluoro-2-methoxyphenyl)-4-methylpentan-2-one), CC=1NC2=CC=CC=C2C1 (2-methylindole), CC(C)([O-])C.[K+] (potassium tert-butoxide), C(CCC)[Li] (n-butyl lithium). Product: C1(CCCCC1)CC(CC(C)(C)C1=C(C=CC(=C1)F)OC)(O)CC=1NC2=CC=CC=C2C1 (1-cyclohexyl-4-(5-fluoro-2-methoxyphenyl)-2-(indol-2-ylmethyl)-4-methylpentan-2-ol). Run in C1CCOC1 (THF), C1CCOC1 (THF). As a reaction SMILES: [CH3:1][C:2]1[NH:3][C:4]2[C:9]([CH:10]=1)=[CH:8][CH:7]=[CH:6][CH:5]=2.C([Li])CCC.CC(C)([O-])C.[K+].[CH:22]1([CH2:28][C:29](=[O:43])[CH2:30][C:31]([C:34]2[CH:39]=[C:38]([F:40])[CH:37]=[CH:36][C:35]=2[O:41][CH3:42])([CH3:33])[CH3:32])[CH2:27][CH2:26][CH2:25][CH2:24][CH2:23]1>C1COCC1>[CH:22]1([CH2:28][C:29]([CH2:1][C:2]2[NH:3][C:4]3[C:9]([CH:10]=2)=[CH:8][CH:7]=[CH:6][CH:5]=3)([OH:43])[CH2:30][C:31]([C:34]2[CH:39]=[C:38]([F:40])[CH:37]=[CH:36][C:35]=2[O:41][CH3:42])([CH3:33])[CH3:32])[CH2:23][CH2:24][CH2:25][CH2:26][CH2:27]1 |f:2.3|. Yield: 66.5%. Procedure: To a solution of the 2-methylindole (65 mg) in THF (1 mL) stirred under argon cooled on dry ice/acetone was added n-butyl lithium (2 M in pentane, 0.8 mL). After 2 minutes, potassium tert-butoxide (1M in THF, 1 mL) was added and the mixture was allowed to warm to approximately −20° C. After 5 minutes, a precipitate was noted and the mixture was cooled to −70° C. 1-Cyclohexyl-4-(5-fluoro-2-methoxyphenyl)-4-methylpentan-2-one (Example 15) (100 mg) in THF (1 mL) was added dropwise and the mixture w... Run at temperature -20 celsius, time 2 minute. Starting materials: B(c1c(ccc2c1cnn2C3CCCCO3)C)(O)O, ClC1=CC=C2N=CC=CC2=C1. Reagents/catalysts: [OH-].[Na+], CC(C)(C)c1ccc(cc1)c2ccc(cc2)C(C)(C)C, CC(C)(C)P(C(C)(C)C)C(C)(C)C, CC(=O)[O-].CC(=O)[O-].[Pd+2]. Solvent: O, CN(C)C=O, CCC1=CC(CC)=CC=C1, CC#N, O, Cc1ccccc1, CCc1cc(CC)cc(CC)c1. Run at temperature 100 celsius, pressure 100 bar, time 1 minute. Yields the product CC(C=C1)=C(C2=CC=C(N=CC=C3)C3=C2)C4=C1N(C5OCCCC5)N=C4. Isolated yield 4.8%. Reactants: [N+](=O)([O-])C1=C(C=O)C=CC=C1 (o-nitrobenzaldehyde), Cl.NO (hydroxylamine hydrochloride). The solvent is CO (methanol), O (water), O (water). Reaction conditions: temperature 30 celsius, time 2 hour. Yields the product [N+](=O)([O-])C1=C(C=NO)C=CC=C1 (o-nitrobenzaldoxime). Isolated yield 91.1%. As a reaction SMILES: [N+:1]([C:4]1[CH:11]=[CH:10][CH:9]=[CH:8][C:5]=1[CH:6]=O)([O-:3])=[O:2].Cl.[NH2:13][OH:14]>CO.O>[N+:1]([C:4]1[CH:11]=[CH:10][CH:9]=[CH:8][C:5]=1[CH:6]=[N:13][OH:14])([O-:3])=[O:2] |f:1.2|. Procedure details: 52.9 g (0.35 mol) of o-nitrobenzaldehyde was dissolved in 150 ml of methanol and an aqueous solution of 27.8 g (0.38 mol) of hydroxylamine hydrochloride in 35 ml of water was added over 30 minutes while maintaining the temperature at 30° C. The mixture was stirred at the same temperature for two hours and diluted with 300 ml of water. White crystals deposited were filtered, washed with water and dried. 53 g of o-nitrobenzaldoxime was obtained. Yield 91%; M.P. 95°-98° C. The reactants are CC(C)(C)[S@](=O)N[C@@]1(CCOC=2C1=NC=CC2)C2=CC1=CC=CC=C1C=C2 ((S)-2-methyl-N—((S)-4-(naphthalen-2-yl)-3,4-dihydro-2H-pyrano[3,2-b]pyridin-4-yl)propane-2-sulfinamide), Cl (HCl), O1CCOCC1 (1,4-dioxane). Solvent: CCO (EtOH). Conditions: time 1 hour. Product: Cl.C1=C(C=CC2=CC=CC=C12)[C@]1(CCOC=2C1=NC=CC2)N ((S)-4-(naphthalen-2-yl)-3,4-dihydro-2H-pyrano[3,2-b]pyridin-4-amine hydrochloride). Reaction SMILES: CC([S@@]([NH:7][C@@:8]1([C:18]2[CH:27]=[CH:26][C:25]3[C:20](=[CH:21][CH:22]=[CH:23][CH:24]=3)[CH:19]=2)[C:13]2=[N:14][CH:15]=[CH:16][CH:17]=[C:12]2[O:11][CH2:10][CH2:9]1)=O)(C)C.[ClH:28].O1CCOCC1>CCO>[ClH:28].[CH:19]1[C:20]2[C:25](=[CH:24][CH:23]=[CH:22][CH:21]=2)[CH:26]=[CH:27][C:18]=1[C@:8]1([NH2:7])[C:13]2=[N:14][CH:15]=[CH:16][CH:17]=[C:12]2[O:11][CH2:10][CH2:9]1 |f:4.5|. Procedure details: To a solution of (S)-2-methyl-N—((S)-4-(naphthalen-2-yl)-3,4-dihydro-2H-pyrano[3,2-b]pyridin-4-yl)propane-2-sulfinamide (45 mg, 0.118 mmol) in EtOH (0.4 mL) was added 4M HCl in 1,4-dioxane (0.059 mL, 0.237 mmol). The mixture was stirred at room temperature for 1 h. The mixture was concentrated and dried in vacuo to give the title compound, which was used in the next step without further purification. MS (ESI, positive ion) m/z: 277.1 (M+H). Reactants: ClC1=CC=C(C=C1)C=1C=CC(=NC1)C(CCC(F)(F)F)=O (1-(5-(4-chlorophenyl)pyridin-2-yl)-4,4,4-trifluorobutan-1-one), Cl.CON (O-methylhydroxylamine hydrochloride), N1=CC=CC=C1 (pyridine). Solvent: O (water). Conditions: time 8 hour. Product: ClC1=CC=C(C=C1)C=1C=CC(=NC1)C(CCC(F)(F)F)=NOC (1-(5-(4-chlorophenyl)pyridin-2-yl)-4,4,4-trifluoro-N-methoxybutan-1-imine). The yield is 93.9%. Reaction SMILES: [Cl:1][C:2]1[CH:7]=[CH:6][C:5]([C:8]2[CH:9]=[CH:10][C:11]([C:14](=O)[CH2:15][CH2:16][C:17]([F:20])([F:19])[F:18])=[N:12][CH:13]=2)=[CH:4][CH:3]=1.Cl.[CH3:23][O:24][NH2:25].N1C=CC=CC=1>O>[Cl:1][C:2]1[CH:7]=[CH:6][C:5]([C:8]2[CH:9]=[CH:10][C:11]([C:14](=[N:25][O:24][CH3:23])[CH2:15][CH2:16][C:17]([F:20])([F:19])[F:18])=[N:12][CH:13]=2)=[CH:4][CH:3]=1 |f:1.2|. Procedure details: A mixture of 1-(5-(4-chlorophenyl)pyridin-2-yl)-4,4,4-trifluorobutan-1-one (821.7 mg), O-methylhydroxylamine hydrochloride (656 mg) and pyridine (5.239 mL) was stirred at room temperature overnight, and water was added. The mixture was extracted with ethyl acetate, and the extract was washed with water and saturated brine, and dried over anhydrous magnesium sulfate. The solvent was evaporated under reduced pressure and the residue was purified by silica gel column chromatography (ethyl acetate/h...